Dataset: the Open Reaction Database (ORD), a public repository of structured organic reaction records. Task: describe an organic reaction: reactants, conditions, products, and yield Reactants: CC(C)(C)OC(=O)NN, ClC(Cl)Cl, O=C1OC(=O)c2ccccc21. Product: CC(C)(C)OC(=O)NN1C(=O)c2ccccc2C1=O. RXN SMILES: [C:1]([NH:2][NH2:3])(=[O:4])[O:5][C:6]([CH3:7])([CH3:8])[CH3:9].[Cl:21][CH:22]([Cl:23])[Cl:24].[O:10]=[C:11]1[O:12][C:13](=[O:14])[c:15]2[cH:16][cH:17][cH:18][cH:19][c:20]21>>[C:1]([NH:2][N:3]1[C:11](=[O:10])[c:20]2[c:15]([cH:16][cH:17][cH:18][cH:19]2)[C:13]1=[O:12])(=[O:4])[O:5][C:6]([CH3:7])([CH3:8])[CH3:9]. Reactants: COc1ccc(Br)c(C(=O)O)c1, CO, Cl. The product is COC(=O)c1cc(OC)ccc1Br. Reaction SMILES: [Br:1][c:2]1[c:3]([C:4](=[O:5])[OH:6])[cH:7][c:8]([O:11][CH3:12])[cH:9][cH:10]1.[CH3:14][OH:15].[ClH:13]>>[Br:1][c:2]1[c:3]([C:4](=[O:5])[O:6][CH3:14])[cH:7][c:8]([O:11][CH3:12])[cH:9][cH:10]1. The reactants are FC(F)(F)c1cc(Nc2ncnc3ccc(-c4ccc(C5OCCO5)o4)cc23)ccc1OCc1ccccc1, C1CCOC1, Cl, O. Product: O=Cc1ccc(-c2ccc3ncnc(Nc4ccc(OCc5ccccc5)c(C(F)(F)F)c4)c3c2)o1. RXN SMILES: [CH2:1]([c:2]1[cH:3][cH:4][cH:5][cH:6][cH:7]1)[O:8][c:9]1[c:10]([C:36]([F:37])([F:38])[F:39])[cH:11][c:12]([NH:15][c:16]2[n:17][cH:18][n:19][c:20]3[cH:21][cH:22][c:23](-[c:26]4[o:27][c:28]([CH:31]5[O:32][CH2:35][CH2:34][O:33]5)[cH:29][cH:30]4)[cH:24][c:25]23)[cH:13][cH:14]1.[CH2:42]1[O:43][CH2:44][CH2:45][CH2:46]1.[ClH:40].[OH2:41]>>[CH2:1]([c:2]1[cH:3][cH:4][cH:5][cH:6][cH:7]1)[O:8][c:9]1[c:10]([C:36]([F:37])([F:38])[F:39])[cH:11][c:12]([NH:15][c:16]2[n:17][cH:18][n:19][c:20]3[cH:21][cH:22][c:23](-[c:26]4[o:27][c:28]([CH:31]=[O:32])[cH:29][cH:30]4)[cH:24][c:25]23)[cH:13][cH:14]1. Starting materials: CS(=O)(=O)[O-].C[NH3+] (methylammonium methanesulfonate), C(C)(=O)C=1SC=CC1 (2-acetylthiophene), C=O (paraformaldehyde). Solvent: C(C)O (ethanol). Conditions: temperature 120 celsius, time 3 hour. Product: S(C)(=O)(=O)O.CNCCC(=O)C=1SC=CC1 (3-methylamino-1-thiophen-2-yl-propan-1-one mesylate). As a reaction SMILES: [CH3:1][S:2]([O-:5])(=[O:4])=[O:3].[CH3:6][NH3+:7].[C:8]([C:11]1[S:12][CH:13]=[CH:14][CH:15]=1)(=[O:10])[CH3:9].[CH2:16]=O>C(O)C>[S:2]([OH:5])(=[O:4])(=[O:3])[CH3:1].[CH3:6][NH:7][CH2:16][CH2:9][C:8]([C:11]1[S:12][CH:13]=[CH:14][CH:15]=1)=[O:10] |f:0.1,5.6|. Procedure: A mixture of ethanol (40 mL), methylammonium methanesulfonate (MAMS) (16.5 g, 130 mmol), 2-acetylthiophene (11.0 g, 87.2 mmol) and paraformaldehyde (2.6 g, 86.6 mmol) in an autoclave is heated to 120° C. at a total pressure of 4.5 bar. After 3 h at that temperature, the autoclave is cooled to 25° C. The reaction mixture is concentrated to dryness and a mixture of ethanol (20 mL) and ethyl acetate (400 mL) is added to the residue, then the resulting suspension is stirred for 30 minutes at 25° C. ... Reactants: CN(C)C=O, [Cl-], Cc1cc2c(=O)cc[nH]c2cc1I, [NH4+], [OH-], O=[P+]. The product is Cc1cc2c(Cl)ccnc2cc1I. Reaction SMILES: [CH3:19][N:20]([CH3:21])[CH:22]=[O:23].[Cl-:14].[I:1][c:2]1[c:3]([CH3:13])[cH:4][c:5]2[c:6](=[O:12])[cH:7][cH:8][nH:9][c:10]2[cH:11]1.[NH4+:17].[OH-:18].[P+:15]=[O:16]>>[I:1][c:2]1[c:3]([CH3:13])[cH:4][c:5]2[c:6]([Cl:14])[cH:7][cH:8][n:9][c:10]2[cH:11]1.